Dataset: the Open Reaction Database (ORD), a public repository of structured organic reaction records. Task: describe an organic reaction: reactants, conditions, products, and yield Starting materials: C1COCCO1, [Cl-], Cc1c(Cl)nnc(N2CCN(C(=O)OC(C)(C)C)C(C)C2)c1C, N#N, OB(O)c1ccccc1. Yields the product Cc1c(-c2ccccc2)nnc(N2CCN(C(=O)OC(C)(C)C)C(C)C2)c1C. Reaction SMILES: [CH2:36]1[O:37][CH2:38][CH2:39][O:40][CH2:41]1.[Cl-:35].[Cl:3][c:4]1[c:5]([CH3:25])[c:6]([CH3:24])[c:7]([N:10]2[CH2:11][CH:12]([CH3:23])[N:13]([C:16](=[O:17])[O:18][C:19]([CH3:20])([CH3:21])[CH3:22])[CH2:14][CH2:15]2)[n:8][n:9]1.[N:1]#[N:2].[OH:26][B:27]([OH:28])[c:29]1[cH:30][cH:31][cH:32][cH:33][cH:34]1>>[c:4]1(-[c:29]2[cH:30][cH:31][cH:32][cH:33][cH:34]2)[c:5]([CH3:25])[c:6]([CH3:24])[c:7]([N:10]2[CH2:11][CH:12]([CH3:23])[N:13]([C:16](=[O:17])[O:18][C:19]([CH3:20])([CH3:21])[CH3:22])[CH2:14][CH2:15]2)[n:8][n:9]1.